From a dataset of the Open Reaction Database (ORD), a public repository of structured organic reaction records. describe an organic reaction: reactants, conditions, products, and yield The reactants are O=C([O-])[O-], N#CCC(=O)OCc1ccccc1, CN(C)C=O, Cl, Cc1cc(F)c([N+](=O)[O-])cc1F, [K+], [K+]. Yields the product Cc1cc(C(C#N)C(=O)OCc2ccccc2)c([N+](=O)[O-])cc1F. Reaction SMILES: [C:26](=[O:27])([O-:28])[O-:29].[CH2:13]([c:14]1[cH:15][cH:16][cH:17][cH:18][cH:19]1)[O:20][C:21]([CH2:22][C:23]#[N:24])=[O:25].[CH3:33][N:34]([CH3:35])[CH:36]=[O:37].[ClH:32].[F:1][c:2]1[c:3]([CH3:12])[cH:4][c:5]([F:11])[c:6]([N+:8](=[O:9])[O-:10])[cH:7]1.[K+:30].[K+:31]>>[F:1][c:2]1[c:3]([CH3:12])[cH:4][c:5]([CH:22]([C:21]([O:20][CH2:13][c:14]2[cH:15][cH:16][cH:17][cH:18][cH:19]2)=[O:25])[C:23]#[N:24])[c:6]([N+:8](=[O:9])[O-:10])[cH:7]1. Starting materials: ClC1=CC=C(C(C(=O)O)=C1)N (5-chloroanthranilic acid), ClC1=CC=C(N=N1)C(=O)O (6-chloropyridazine-3-carboxylic acid). The solvent is C(C)(=O)O (acetic acid). Yields the product ClC1=CC=2C(N3C(=NC2C=C1)C=CC(=N3)C(=O)O)=O (8-chloro-10-oxo-10H-pyridazino(6,1-b)quinazoline-2-carboxylic acid). Yield: 54.3%. Reaction SMILES: [Cl:1][C:2]1[CH:10]=[C:6]([C:7]([OH:9])=O)[C:5]([NH2:11])=[CH:4][CH:3]=1.Cl[C:13]1[N:18]=[N:17][C:16]([C:19]([OH:21])=[O:20])=[CH:15][CH:14]=1>C(O)(=O)C>[Cl:1][C:2]1[CH:3]=[CH:4][C:5]2[N:11]=[C:13]3[CH:14]=[CH:15][C:16]([C:19]([OH:21])=[O:20])=[N:17][N:18]3[C:7](=[O:9])[C:6]=2[CH:10]=1. Procedure: A mixture of 5-chloroanthranilic acid (5.4 g, 31.6 mmol) and 6-chloropyridazine-3-carboxylic acid (5.0 g, 31.6 mmol) is heated at reflux in acetic acid (50 ml) for 80 hrs. The mixture is cooled and the precipitate which formes is collected to give 4.73 g of crude product, m.p. 253°-300° C. (dec.). Recrystallization of this material from pyridine gives the analytical material, m.p. 260°-262° C.